From a dataset of the Open Reaction Database (ORD), a public repository of structured organic reaction records. describe an organic reaction: reactants, conditions, products, and yield Reactants: N (ammonia), CC1=NC2=C(N1C1=CC=CC=C1)C=CC(=C2)C(=O)O (2-methyl-1-phenylbenzimidazole-5-carboxylic acid), polyphosphoric acid, NC1=C(C=CC=C1)N (1,2-diaminobenzene). Conditions: temperature 120 celsius, time 20 hour. Yields the product N1=C(NC2=C1C=CC=C2)C2=CC1=C(N(C(=N1)C)C1=CC=CC=C1)C=C2 (5-(benzimidazol-2-yl)-2-methyl-1-phenylbenzimidazole). Isolated yield 130.6%. As a reaction SMILES: [CH3:1][C:2]1[N:6]([C:7]2[CH:12]=[CH:11][CH:10]=[CH:9][CH:8]=2)[C:5]2[CH:13]=[CH:14][C:15]([C:17](O)=O)=[CH:16][C:4]=2[N:3]=1.[NH2:20][C:21]1[CH:26]=[CH:25][CH:24]=[CH:23][C:22]=1[NH2:27].N>>[N:20]1[C:21]2[CH:26]=[CH:25][CH:24]=[CH:23][C:22]=2[NH:27][C:17]=1[C:15]1[CH:14]=[CH:13][C:5]2[N:6]([C:7]3[CH:12]=[CH:11][CH:10]=[CH:9][CH:8]=3)[C:2]([CH3:1])=[N:3][C:4]=2[CH:16]=1. Procedure details: A 2-neck flask (20 mL) equipped with reflux condenser was charged with 2-methyl-1-phenylbenzimidazole-5-carboxylic acid (see Synthesis Example 1-3) (0.15 g, 0.59 mmol) and polyphosphoric acid (approx. 2 g), and this was heated to 120° C. To this was added 1,2-diaminobenzene (0.09 g, 0.83 mmol), and this was heated to 160° C. and stirred under those conditions for 20 hours. After being allowed to cool to room temperature, ice was added and concentrated aqueous ammonia (28%) was added to the liqui...